Dataset: the Open Reaction Database (ORD), a public repository of structured organic reaction records. Task: describe an organic reaction: reactants, conditions, products, and yield The solvent is CC(CC)=O (2-butanone), C(Cl)Cl (CH2Cl2). Yields the product C1(=CC=CC=C1)CCCCCCOC=1C=C2C=CNC2=CC1 (5-(6-phenylhexyloxy)indole). Procedure: Synthesis of 3-(2-aminoethyl)-5-(6-phenylhexyloxy)indole was based on the protocols of example 1. A stirred mixture of 5-hydroxyindole (0.5 g, 3.8 mmol), anhydrous K2CO3, (2-bromohexyl)benzene, and a catalytic amount of KI in 2-butanone (40 ml) was heated at reflux overnight under nitrogen. After allowing to cool to room temperature, the reaction mixture was filtered, the filtrate concentrated under reduced pressure to give an oil. The oil was taken up in CH2Cl2 (50 ml) and washed successively w... RXN SMILES: NCC[C:4]1[C:12]2[C:7](=[CH:8][CH:9]=[C:10]([O:13][CH2:14][CH2:15][CH2:16][CH2:17][CH2:18][CH2:19][C:20]3[CH:25]=[CH:24][CH:23]=[CH:22][CH:21]=3)[CH:11]=2)[NH:6][CH:5]=1.OC1C=C2C(=CC=1)NC=C2.C([O-])([O-])=O.[K+].[K+].BrC(CCCC)CC1C=CC=CC=1>CC(=O)CC.C(Cl)Cl>[C:20]1([CH2:19][CH2:18][CH2:17][CH2:16][CH2:15][CH2:14][O:13][C:10]2[CH:11]=[C:12]3[C:7](=[CH:8][CH:9]=2)[NH:6][CH:5]=[CH:4]3)[CH:25]=[CH:24][CH:23]=[CH:22][CH:21]=1 |f:2.3.4|. Starting materials: OC=1C=C2C=CNC2=CC1 (5-hydroxyindole), C(=O)([O-])[O-].[K+].[K+] (K2CO3), BrC(CC1=CC=CC=C1)CCCC ((2-bromohexyl)benzene), NCCC1=CNC2=CC=C(C=C12)OCCCCCCC1=CC=CC=C1 (3-(2-aminoethyl)-5-(6-phenylhexyloxy)indole). The reactants are COC1=C(C(=C(C=C1OCOC)OC)OCOC)C(CC1=C(C(=CC(=C1OCOC)OC)OCOC)OC)O (1,2-bis[2,5-dimethoxy-3,6-bis(methoxymethoxy)phenyl]ethanol), O=O (oxygen), C(C)[SiH](CC)CC (triethylsilane), C(O)([O-])=O.[Na+] (sodium hydrogen carbonate). The solvent is C(C)(=O)OCC.CCCCCC (ethyl acetate n-hexane), FC(C(=O)O)(F)F (trifluoroacetic acid), CO (methanol). Product: C(CC=1C(C(=CC(C1OC)=O)OC)=O)C=1C(C(=CC(C1OC)=O)OC)=O (2,2'-ethylenebis(3,6-dimethoxy1,4-benzoquinone)). Yield: 67.4%. Reaction SMILES: C[O:2][C:3]1[C:8]([O:9][CH2:10]OC)=[CH:7][C:6]([O:13]C)=[C:5]([O:15][CH2:16]OC)[C:4]=1[CH:19](O)[CH2:20][C:21]1[C:26]([O:27][CH2:28]OC)=[C:25]([O:31]C)[CH:24]=[C:23]([O:33][CH2:34]OC)[C:22]=1[O:37]C.C([SiH](CC)CC)C.C(=O)([O-])O.[Na+].O=O>FC(F)(F)C(O)=O.CO.C(OCC)(=O)C.CCCCCC>[CH2:19]([C:4]1[C:3](=[O:2])[C:8]([O:9][CH3:10])=[CH:7][C:6](=[O:13])[C:5]=1[O:15][CH3:16])[CH2:20][C:21]1[C:22](=[O:37])[C:23]([O:33][CH3:34])=[CH:24][C:25](=[O:31])[C:26]=1[O:27][CH3:28] |f:2.3,7.8|. Reported procedure: Under ice-cooling conditions, 302 mg of 1,2-bis[2,5-dimethoxy-3,6-bis(methoxymethoxy)phenyl]ethanol was dissolved in 5 ml of trifluoroacetic acid, then 0.4 ml of triethylsilane was added to the solution. This mixture was stirred under ice-cooling conditions for 2 hours. After concentrated the reaction mixture, benzene was added and the mixture was further treated under a reduced pressure. The residue thus obtained was dissolved in 5 ml of methanol, and a catalytic amount of sodium hydrogen carbo... Yields the product COCCS(=O)(=O)Nc1cccc(C2(C)C3CN(CCCc4ccccc4)CC32)c1. Starting materials: CC1(c2cccc(N)c2)C2CN(CCCc3ccccc3)CC21, COCCS(=O)(=O)Cl, ClCCl, O, c1ccncc1. Reaction SMILES: [CH3:1][C:2]1([c:17]2[cH:18][c:19]([NH2:23])[cH:20][cH:21][cH:22]2)[CH:3]2[CH2:4][N:5]([CH2:8][CH2:9][CH2:10][c:11]3[cH:12][cH:13][cH:14][cH:15][cH:16]3)[CH2:6][CH:7]12.[CH3:24][O:25][CH2:26][CH2:27][S:28](=[O:29])(=[O:30])[Cl:31].[Cl:33][CH2:34][Cl:35].[OH2:32].[cH:36]1[cH:37][cH:38][n:39][cH:40][cH:41]1>>[CH3:1][C:2]1([c:17]2[cH:18][c:19]([NH:23][S:28]([CH2:27][CH2:26][O:25][CH3:24])(=[O:29])=[O:30])[cH:20][cH:21][cH:22]2)[CH:3]2[CH2:4][N:5]([CH2:8][CH2:9][CH2:10][c:11]3[cH:12][cH:13][cH:14][cH:15][cH:16]3)[CH2:6][CH:7]12.